From a dataset of the Open Reaction Database (ORD), a public repository of structured organic reaction records. describe an organic reaction: reactants, conditions, products, and yield Reactants: C(C)OC(=O)C=1C(C=2C=C3C(=NC2N(C1)C)C=C(C(=C3)F)F)=O (3-ethoxycarbonyl-7,8-difluoro-1-methyl-4-oxo-1,4-dihydrobenzo[b][1,8]naphthyridine), [N+](=O)([O-])C1=CC=C(C=C1)C1NCCNC1 ((RS)-2-(4-nitrophenyl)piperazine). Product: C(C)OC(=O)C=1C(C=2C=C3C(=NC2N(C1)C)C=C(C(=C3)F)N3CC(NCC3)C3=CC=C(C=C3)[N+](=O)[O-])=O ((RS)-3-Ethoxycarbonyl-7-fluoro-1-methyl-8-[3-(4-nitrophenyl)-1-piperazinyl]-4-oxo-1,4 -dihydrobenzo[b][1,8]naphthyridine), expected product. RXN SMILES: [CH2:1]([O:3][C:4]([C:6]1[C:7](=[O:23])[C:8]2[CH:9]=[C:10]3[CH:20]=[C:19]([F:21])[C:18](F)=[CH:17][C:11]3=[N:12][C:13]=2[N:14]([CH3:16])[CH:15]=1)=[O:5])[CH3:2].[N+:24]([C:27]1[CH:32]=[CH:31][C:30]([CH:33]2[CH2:38][NH:37][CH2:36][CH2:35][NH:34]2)=[CH:29][CH:28]=1)([O-:26])=[O:25]>>[CH2:1]([O:3][C:4]([C:6]1[C:7](=[O:23])[C:8]2[CH:9]=[C:10]3[CH:20]=[C:19]([F:21])[C:18]([N:37]4[CH2:36][CH2:35][NH:34][CH:33]([C:30]5[CH:29]=[CH:28][C:27]([N+:24]([O-:26])=[O:25])=[CH:32][CH:31]=5)[CH2:38]4)=[CH:17][C:11]3=[N:12][C:13]=2[N:14]([CH3:16])[CH:15]=1)=[O:5])[CH3:2]. Reported procedure: (RS)-3-Ethoxycarbonyl-7-fluoro-1-methyl-8-[3-(4-nitrophenyl)-1-piperazinyl]-4-oxo-1,4 -dihydrobenzo[b][1,8]naphthyridine was prepared under the conditions of Example 39, but starting with 3-ethoxycarbonyl-7,8-difluoro-1-methyl-4-oxo-1,4-dihydrobenzo[b][1,8]naphthyridine (0.636 g) and (RS)-2-(4-nitrophenyl)piperazine (0.5 g). After recrystallization in dimethylformamide (10 cc), the expected product (0.7 g) is obtained in the form of a yellow solid, decomposing at approximately 300° C. Yields the product C(C)OP(OCC)(=O)CN1C(C(NC=2C3=C(C(=CC12)[N+](=O)[O-])C(=CC=C3)C#N)=O)=O ((6-nitro-7-cyano-2,3-dioxo-1,2,3,4-tetrahydrobenzo[f]quinoxalin-4-yl)-methanephosphonic acid diethyl ester). Procedure details: (6-nitro-7-trifluoromethyl-2,3-dioxo-1,2,3,4-tetrahydrobenzo[f]quinoxalin-1-yl)-methanephosphonic acid diethyl ester and (6-nitro-7-trifluoromethyl-2,3-dioxo-1,2,3,4-tetrahydrobenzo[f]quinoxalin-4-yl)-methanephosphonic acid diethyl ester Reaction SMILES: C(OP(C[N:10]1C2C3C=CC=C(C(F)(F)F)C=3C([N+]([O-])=O)=CC=2NC(=O)C1=O)(=O)OCC)C.[CH2:33]([O:35][P:36]([CH2:41][N:42]1[C:51]2[CH:50]=[C:49]([N+:52]([O-:54])=[O:53])[C:48]3[C:55]([C:59](F)(F)F)=[CH:56][CH:57]=[CH:58][C:47]=3[C:46]=2[NH:45][C:44](=[O:63])[C:43]1=[O:64])(=[O:40])[O:37][CH2:38][CH3:39])[CH3:34]>>[CH2:33]([O:35][P:36]([CH2:41][N:42]1[C:51]2[CH:50]=[C:49]([N+:52]([O-:54])=[O:53])[C:48]3[C:55]([C:59]#[N:10])=[CH:56][CH:57]=[CH:58][C:47]=3[C:46]=2[NH:45][C:44](=[O:63])[C:43]1=[O:64])(=[O:40])[O:37][CH2:38][CH3:39])[CH3:34]. The reactants are C(C)OP(OCC)(=O)CN1C(C(NC=2C=C(C3=C(C12)C=CC=C3C(F)(F)F)[N+](=O)[O-])=O)=O ((6-nitro-7-trifluoromethyl-2,3-dioxo-1,2,3,4-tetrahydrobenzo[f]quinoxalin-1-yl)-methanephosphonic acid diethyl ester), C(C)OP(OCC)(=O)CN1C(C(NC=2C3=C(C(=CC12)[N+](=O)[O-])C(=CC=C3)C(F)(F)F)=O)=O ((6-nitro-7-trifluoromethyl-2,3-dioxo-1,2,3,4-tetrahydrobenzo[f]quinoxalin-4-yl)-methanephosphonic acid diethyl ester). Starting materials: C(C)(=O)OCC.Cl (hydrogen chloride-ethyl acetate), C1(=CC=CC=C1)[C@@H](C(=O)NNC(=O)OC(C)(C)C)C (tert-butyl N′-((S)-2-phenylpropionyl)hydrazinecarboxylate), C(C)OCC (Diethyl ether). Run in C(C)(=O)OCC (ethyl acetate). Run at time 8 hour. Product: Cl.C1(=CC=CC=C1)[C@@H](C(=O)NN)C ((S)-2-phenylpropionic acid hydrazide monohydrochloride). RXN SMILES: C(OCC)(=O)C.[ClH:7].[C:8]1([C@H:14]([CH3:26])[C:15]([NH:17][NH:18]C(OC(C)(C)C)=O)=[O:16])[CH:13]=[CH:12][CH:11]=[CH:10][CH:9]=1.C(OCC)C>C(OCC)(=O)C>[ClH:7].[C:8]1([C@H:14]([CH3:26])[C:15]([NH:17][NH2:18])=[O:16])[CH:13]=[CH:12][CH:11]=[CH:10][CH:9]=1 |f:0.1,5.6|. Procedure: 4 N hydrogen chloride-ethyl acetate (2 mL) was added to a suspension of tert-butyl N′-((S)-2-phenylpropionyl)hydrazinecarboxylate (470 mg) in ethyl acetate (4 mL), and the reaction solution was stirred at room temperature overnight. Diethyl ether (6 mL) was added to the reaction solution, and the precipitated powder was collected by filtration. The resulting solid was dried under reduced pressure to obtain 280 mg of the title compound. The property values of the compound are as follows. The reactants are CC1CCC(C(=O)N(N)c2cc(C#CC(C)(C)C)sc2C(=O)O)CC1, CC#N, O, O=C(O)C(F)(F)F, O=CCOc1cccnc1. Yields the product CC1CCC(C(=O)N(NCCOc2cccnc2)c2cc(C#CC(C)(C)C)sc2C(=O)O)CC1. Reaction SMILES: [CH3:1][C:2]([C:3]#[C:4][c:5]1[cH:6][c:7]([N:13]([NH2:14])[C:15](=[O:16])[CH:17]2[CH2:18][CH2:19][CH:20]([CH3:23])[CH2:21][CH2:22]2)[c:8]([C:10](=[O:11])[OH:12])[s:9]1)([CH3:24])[CH3:25].[CH3:36][C:37]#[N:38].[OH2:46].[OH:39][C:40]([C:41]([F:42])([F:43])[F:44])=[O:45].[n:26]1[cH:27][c:28]([O:32][CH2:33][CH:34]=[O:35])[cH:29][cH:30][cH:31]1>>[CH3:1][C:2]([C:3]#[C:4][c:5]1[cH:6][c:7]([N:13]([NH:14][CH2:34][CH2:33][O:32][c:28]2[cH:27][n:26][cH:31][cH:30][cH:29]2)[C:15](=[O:16])[CH:17]2[CH2:18][CH2:19][CH:20]([CH3:23])[CH2:21][CH2:22]2)[c:8]([C:10](=[O:11])[OH:12])[s:9]1)([CH3:24])[CH3:25]. Reactants: BrC1=CN=C2N1C(=CN=C2)Br (3,5-Dibromo-imidazo[1,2-a]pyrazine), C(C1=CC=CC=C1)N (benzylamine), C(C)(C)N(CC)C(C)C (diisopropylethylamine). Solvent: C1CCOC1 (THF), C(Cl)Cl (DCM), O (water). Run at temperature 70 celsius. Yields the product C(C1=CC=CC=C1)NC=1C=2N(C=CN1)C(=CN2)Br (Benzyl-(3-bromo-imidazo[1,2-a]pyrazin-8-yl)-amine). Yield: 13.7%. As a reaction SMILES: [Br:1][C:2]1[N:6]2[C:7](Br)=[CH:8][N:9]=[CH:10][C:5]2=[N:4][CH:3]=1.[CH2:12]([NH2:19])[C:13]1[CH:18]=[CH:17][CH:16]=[CH:15][CH:14]=1.C(N(C(C)C)CC)(C)C>C1COCC1.C(Cl)Cl.O>[CH2:12]([NH:19][C:10]1[C:5]2[N:6]([C:2]([Br:1])=[CH:3][N:4]=2)[CH:7]=[CH:8][N:9]=1)[C:13]1[CH:18]=[CH:17][CH:16]=[CH:15][CH:14]=1. Procedure: To a solution of 3,5-dibromo-imidazo[1,2-a]pyrazine (D) (200 mg, 0.72 mmol) in THF (9 ml) was added benzylamine (0.393 ml, 3.6 mmol) and diisopropylethylamine (DIPEA) (0.627 ml, 3.6 mmol). The mixture was heated at 70° C. for 3 days. The mixture was then cooled to rt, diluted with DCM and water. The organic layer was washed with brine, dried and concentrated. The residue was purified on a silica gel column to give 30 mg of the title compound.